This data is from the Open Reaction Database (ORD), a public repository of structured organic reaction records. The task is: describe an organic reaction: reactants, conditions, products, and yield The reactants are ClCC1=NC(=NO1)CN1C=NC=2N(C(N(C)C(C12)=O)=O)C (7-[(5-chloromethyl-1,2,4-oxadiazol-3-yl)-methyl]-theophylline), C(C)NCC (diethylamine). The solvent is C1(=CC=CC=C1)C (toluene). The product is Cl.C(C)N(CC)CC1=NC(=NO1)CN1C=NC=2N(C(N(C)C(C12)=O)=O)C (7-[(5-diethylaminomethyl-1,2,4-oxadiazol-3-yl)-methyl]-theophylline-hydrochloride salt). RXN SMILES: [Cl:1][CH2:2][C:3]1[O:7][N:6]=[C:5]([CH2:8][N:9]2[C:18]3[C:17](=[O:19])[N:15]([CH3:16])[C:14](=[O:20])[N:13]([CH3:21])[C:12]=3[N:11]=[CH:10]2)[N:4]=1.[CH2:22]([NH:24][CH2:25][CH3:26])[CH3:23]>C1(C)C=CC=CC=1>[ClH:1].[CH2:22]([N:24]([CH2:2][C:3]1[O:7][N:6]=[C:5]([CH2:8][N:9]2[C:18]3[C:17](=[O:19])[N:15]([CH3:16])[C:14](=[O:20])[N:13]([CH3:21])[C:12]=3[N:11]=[CH:10]2)[N:4]=1)[CH2:25][CH3:26])[CH3:23] |f:3.4|. Procedure: 9.0 g. of 7-[(5-chloromethyl-1,2,4-oxadiazol-3-yl)-methyl]-theophylline, 6 cm3 diethylamine and 50 cm3 toluene are heated on water bath for 8 hours under stirring. The mixture is evaporated at reduced pressure and the residue is washed with water, dissolved in 50 cm3 hot ethanol, treated with activated charcoal and treated with ethanol in hydrochloric acid. 8.3 g of 7-[(5-diethylaminomethyl-1,2,4-oxadiazol-3-yl)-methyl]-theophylline-hydrochloride salt are obtained. M.p.: 207°-210° C.